This data is from the Open Reaction Database (ORD), a public repository of structured organic reaction records. The task is: describe an organic reaction: reactants, conditions, products, and yield Reactants: Cc1cc(C(F)(F)F)nn1CC(=O)N1CCC(c2nc(C#Cc3cccc4ccccc34)cs2)CC1, CO, [NH4+]. Product: Cc1cc(C(F)(F)F)nn1CC(=O)N1CCC(c2nc(CCc3cccc4ccccc34)cs2)CC1. RXN SMILES: [CH3:1][c:2]1[cH:3][c:4]([C:33]([F:34])([F:35])[F:36])[n:5][n:6]1[CH2:7][C:8](=[O:9])[N:10]1[CH2:11][CH2:12][CH:13]([c:16]2[s:17][cH:18][c:19]([C:21]#[C:22][c:23]3[cH:24][cH:25][cH:26][c:27]4[cH:28][cH:29][cH:30][cH:31][c:32]34)[n:20]2)[CH2:14][CH2:15]1.[CH3:37][OH:38].[NH4+:39]>>[CH3:1][c:2]1[cH:3][c:4]([C:33]([F:34])([F:35])[F:36])[n:5][n:6]1[CH2:7][C:8](=[O:9])[N:10]1[CH2:11][CH2:12][CH:13]([c:16]2[s:17][cH:18][c:19]([CH2:21][CH2:22][c:23]3[cH:24][cH:25][cH:26][c:27]4[cH:28][cH:29][cH:30][cH:31][c:32]34)[n:20]2)[CH2:14][CH2:15]1. The reactants are O=C([O-])[O-], CN1CCCC1=O, CC(=O)O, NCCC1CC1C1CCN(c2ncc(Cl)cn2)CC1, Clc1cnc(-n2cncn2)cn1, [K+], [K+], O. Product: Clc1cnc(N2CCC(C3CC3CCNc3cnc(-n4cncn4)cn3)CC2)nc1. Reaction SMILES: [C:32](=[O:33])([O-:34])[O-:35].[CH3:39][N:40]1[CH2:41][CH2:42][CH2:43][C:44]1=[O:45].[CH3:46][C:47](=[O:48])[OH:49].[Cl:1][c:2]1[cH:3][n:4][c:5]([N:8]2[CH2:9][CH2:10][CH:11]([CH:14]3[CH:15]([CH2:17][CH2:18][NH2:19])[CH2:16]3)[CH2:12][CH2:13]2)[n:6][cH:7]1.[Cl:20][c:21]1[n:22][cH:23][c:24](-[n:27]2[n:28][cH:29][n:30][cH:31]2)[n:25][cH:26]1.[K+:36].[K+:37].[OH2:38]>>[Cl:1][c:2]1[cH:3][n:4][c:5]([N:8]2[CH2:9][CH2:10][CH:11]([CH:14]3[CH:15]([CH2:17][CH2:18][NH:19][c:21]4[n:22][cH:23][c:24](-[n:27]5[n:28][cH:29][n:30][cH:31]5)[n:25][cH:26]4)[CH2:16]3)[CH2:12][CH2:13]2)[n:6][cH:7]1.